This data is from the Open Reaction Database (ORD), a public repository of structured organic reaction records. The task is: describe an organic reaction: reactants, conditions, products, and yield The reactants are CC(=O)OC(C)=O, CN(C)c1ccccn1, Oc1cnoc1, c1ccncc1. Yields the product CC(=O)Oc1cnoc1. RXN SMILES: [CH3:16][C:17](=[O:18])[O:19][C:20](=[O:21])[CH3:22].[CH3:7][N:8]([c:9]1[cH:10][cH:11][cH:12][cH:13][n:14]1)[CH3:15].[OH:1][c:2]1[cH:3][n:4][o:5][cH:6]1.[cH:23]1[cH:24][cH:25][n:26][cH:27][cH:28]1>>[O:1]([c:2]1[cH:3][n:4][o:5][cH:6]1)[C:17]([CH3:16])=[O:18]. Reactants: COC1(CCC(CC1)(CF)C1=CC(=C(C=C1)OC)OC1CCCC1)OC.C1(CCCC1)OC=1C=C(C=CC1OC)C1(CCC(CC1)=O)CF (4-(3-Cyclopentyloxy-4-methoxyphenyl)-4-(fluoromethyl)cyclohexan-1-one 4-(3-Cyclopentyloxy-4-methoxyphenyl)-4-(fluoromethyl)cyclohexan-1-one dimethyl ketal), Cl (hydrochloric acid). Run in C(C)(=O)OCC (ethyl acetate). Yields the product C1(CCCC1)OC=1C=C(C=CC1OC)C1(CCC(CC1)=O)CF (4-(3-Cyclopentyloxy-4-methoxyphenyl)-4-(fluoromethyl)cyclohexan-1-one). The yield is 24.6%. Reaction SMILES: C[O:2][C:3]1(OC)[CH2:8][CH2:7][C:6]([C:11]2[CH:16]=[CH:15][C:14]([O:17][CH3:18])=[C:13]([O:19][CH:20]3[CH2:24][CH2:23][CH2:22][CH2:21]3)[CH:12]=2)([CH2:9][F:10])[CH2:5][CH2:4]1.C1(OC2C=C(C3(CF)CCC(=O)CC3)C=CC=2OC)CCCC1.Cl>C(OCC)(=O)C>[CH:20]1([O:19][C:13]2[CH:12]=[C:11]([C:6]3([CH2:9][F:10])[CH2:5][CH2:4][C:3](=[O:2])[CH2:8][CH2:7]3)[CH:16]=[CH:15][C:14]=2[O:17][CH3:18])[CH2:21][CH2:22][CH2:23][CH2:24]1 |f:0.1|. Procedure: 4-(3-Cyclopentyloxy-4-methoxyphenyl)-4-(fluoromethyl)cyclohexan-1-one 4-(3-Cyclopentyloxy-4-methoxyphenyl)-4-(fluoromethyl)cyclohexan-1-one dimethyl ketal (0.35 g, 0.95 mmol) in ethyl acetate (2 mL) was treated with 1N hydrochloric acid (2 mL) and the mixture was stirred vigorously and gently heated for 10 min. The mixture was extracted with ethyl acetate, the organic extract was washed with 5% aqueous sodium carbonate, dried (magnesium sulfate) and the solvent was removed in vacuo. Purification...